This data is from the Open Reaction Database (ORD), a public repository of structured organic reaction records. The task is: describe an organic reaction: reactants, conditions, products, and yield Yields the product O=C(O)c1cccc(Cc2ccccc2)c1O. Starting materials: [Ag+], CCO, [K+], O=[N+]([O-])[O-], [OH-], O, O=Cc1cccc(Cc2ccccc2)c1O. As a reaction SMILES: [Ag+:27].[CH3:19][CH2:20][OH:21].[K+:18].[N+:23]([O-:24])([O-:25])=[O:26].[OH-:17].[OH2:22].[c:1]1([CH2:7][c:8]2[c:9]([OH:16])[c:10]([CH:11]=[O:12])[cH:13][cH:14][cH:15]2)[cH:2][cH:3][cH:4][cH:5][cH:6]1>>[c:1]1([CH2:7][c:8]2[c:9]([OH:16])[c:10]([C:11](=[O:12])[OH:17])[cH:13][cH:14][cH:15]2)[cH:2][cH:3][cH:4][cH:5][cH:6]1. Starting materials: C(C)OC(COC1=C(C=C(C=C1CCC)OCCC=1N=C(OC1C)C1=CC=CC=C1)CCC)=O ({4-[2-(5-methyl-2-phenyl-oxazol-4-yl)-ethoxy]-2,6-dipropyl-phenoxy}-acetic acid ethyl ester), [OH-].[Na+] (NaOH). The solvent is C1CCOC1 (THF), CO (MeOH). Reaction conditions: temperature 55 celsius. The product is CC1=C(N=C(O1)C1=CC=CC=C1)CCOC1=CC(=C(OCC(=O)O)C(=C1)CCC)CCC ({4-[2-(5-Methyl-2-phenyl-oxazol-4-yl)-ethoxy]-2,6-dipropyl-phenoxy}-acetic acid). As a reaction SMILES: C([O:3][C:4](=[O:34])[CH2:5][O:6][C:7]1[C:12]([CH2:13][CH2:14][CH3:15])=[CH:11][C:10]([O:16][CH2:17][CH2:18][C:19]2[N:20]=[C:21]([C:25]3[CH:30]=[CH:29][CH:28]=[CH:27][CH:26]=3)[O:22][C:23]=2[CH3:24])=[CH:9][C:8]=1[CH2:31][CH2:32][CH3:33])C.[OH-].[Na+]>C1COCC1.CO>[CH3:24][C:23]1[O:22][C:21]([C:25]2[CH:26]=[CH:27][CH:28]=[CH:29][CH:30]=2)=[N:20][C:19]=1[CH2:18][CH2:17][O:16][C:10]1[CH:9]=[C:8]([CH2:31][CH2:32][CH3:33])[C:7]([O:6][CH2:5][C:4]([OH:34])=[O:3])=[C:12]([CH2:13][CH2:14][CH3:15])[CH:11]=1 |f:1.2|. Procedure details: A solution of {4-[2-(5-methyl-2-phenyl-oxazol-4-yl)-ethoxy]-2,6-dipropyl-phenoxy}-acetic acid ethyl ester (244 mg, 0.524 mmol) in THF (3 mL) and MeOH (6 mL) was treated with 2.5N aqueous NaOH (2 mL). The solution was heated at 55° C. for 2.5 h, cooled to ambient temperature, and concentrated in vacuo. The residue was treated with ice water (1 mL) and acidified with 5N aqueous HCl (2 mL). The mixture with CH2Cl2 (3 mL) was transferred to a ChemElute cartridge (5 g) and eluted with CH2Cl2 (40 mL).... Reactants: CC(C)=O, CC1(O)CCC2(C)C(CCC3C2CCC2(C)C3CCC2C2(C)OCCO2)C1, Cc1ccc(S(=O)(=O)O)cc1. The product is CC(=O)C1CCC2C3CCC4CC(C)(O)CCC4(C)C3CCC12C. As a reaction SMILES: [CH3:39][C:40](=[O:41])[CH3:42].[OH:1][C:2]1([CH3:27])[CH2:3][CH:4]2[CH2:5][CH2:6][CH:7]3[CH:8]4[CH2:9][CH2:10][CH:11]([C:12]5([CH3:13])[O:14][CH2:17][CH2:16][O:15]5)[C:18]4([CH3:26])[CH2:19][CH2:20][CH:21]3[C:22]2([CH3:25])[CH2:23][CH2:24]1.[c:28]1([CH3:29])[cH:30][cH:31][c:32]([S:33]([OH:34])(=[O:35])=[O:36])[cH:37][cH:38]1>>[OH:1][C:2]1([CH3:27])[CH2:3][CH:4]2[CH2:5][CH2:6][CH:7]3[CH:8]4[CH2:9][CH2:10][CH:11]([C:12]([CH3:13])=[O:14])[C:18]4([CH3:26])[CH2:19][CH2:20][CH:21]3[C:22]2([CH3:25])[CH2:23][CH2:24]1. Reactants: C(C)(=O)O[BH-](OC(C)=O)OC(C)=O.[Na+] (Sodium triacetoxyborohydride), resultant mixture, C1(=CC=CC=C1)C(N1CC(C1)=O)C1=CC=CC=C1 (1-(diphenylmethyl)azetidin-3-one), C[C@H]1CN(CCN1)C(=O)OC(C)(C)C (tert-butyl(3S)-3-methylpiperazine-1-carboxylate), resultant mixture, C(O)([O-])=O.[Na+] (Sodium hydrogen carbonate). The product is C1(=CC=CC=C1)C(N1CC(C1)N1[C@H](CN(CC1)C(=O)OC(C)(C)C)C)C1=CC=CC=C1 (Tert-Butyl(3S)-4-(1-(diphenylmethyl)azetidin-3-yl)-3-methylpiperazine-1-carboxylate). Run in C(C)(=O)O (acetic acid), C1CCOC1 (THF), O (water). As a reaction SMILES: [C:1]1([CH:7]([C:13]2[CH:18]=[CH:17][CH:16]=[CH:15][CH:14]=2)[N:8]2[CH2:11][C:10](=O)[CH2:9]2)[CH:6]=[CH:5][CH:4]=[CH:3][CH:2]=1.[CH3:19][C@@H:20]1[NH:25][CH2:24][CH2:23][N:22]([C:26]([O:28][C:29]([CH3:32])([CH3:31])[CH3:30])=[O:27])[CH2:21]1.C(O[BH-](OC(=O)C)OC(=O)C)(=O)C.[Na+].C(=O)([O-])O.[Na+]>O.C(O)(=O)C.C1COCC1>[C:1]1([CH:7]([C:13]2[CH:18]=[CH:17][CH:16]=[CH:15][CH:14]=2)[N:8]2[CH2:11][CH:10]([N:25]3[CH2:24][CH2:23][N:22]([C:26]([O:28][C:29]([CH3:32])([CH3:31])[CH3:30])=[O:27])[CH2:21][C@@H:20]3[CH3:19])[CH2:9]2)[CH:6]=[CH:5][CH:4]=[CH:3][CH:2]=1 |f:2.3,4.5|. Procedure: To a mixed solution of a commercially available product of 1-(diphenylmethyl)azetidin-3-one (300 mg, 1.26 mmol), THF (6.0 mL) and acetic acid (500 μL) was added a commercially available product of tert-butyl(3S)-3-methylpiperazine-1-carboxylate (304 mg, 1.51 mmol) at room temperature. The resultant mixture was stirred at room temperature for 1 hour and 40 minutes. Sodium triacetoxyborohydride (536 mg, 2.52 mmol) was added to the reaction mixture at room temperature, and the resultant mixture was... Yield: 92.8%. Starting materials: CNc1ccccc1, Cc1ccccc1, Clc1nc(Cl)nc(Cl)n1, [Na+], [Na+], O=C([O-])[O-]. The product is CN(c1ccccc1)c1nc(Cl)nc(Cl)n1. RXN SMILES: [CH3:16][NH:17][c:18]1[cH:19][cH:20][cH:21][cH:22][cH:23]1.[CH3:24][c:25]1[cH:26][cH:27][cH:28][cH:29][cH:30]1.[Cl:1][c:2]1[n:3][c:4]([Cl:5])[n:6][c:7]([Cl:8])[n:9]1.[Na+:10].[Na+:11].[O-:12][C:13](=[O:14])[O-:15]>>[c:2]1([N:17]([CH3:16])[c:18]2[cH:19][cH:20][cH:21][cH:22][cH:23]2)[n:3][c:4]([Cl:5])[n:6][c:7]([Cl:8])[n:9]1. The reactants are Cl.C(C)(C)OC=1C=C(C=CC1)[C@H](C)N ((S)-1-(3-isopropoxyphenyl)ethanamine hydrochloride), ClC1=C(C=C(CN2C(=C(C3=CC(=CC=C23)C(=O)O)C)C)C=C1)O[C@H](C(=O)OC)C ((S)-1-(4-chloro-3-((1-methoxy-1-oxopropan-2-yl)oxy)benzyl)-2,3-dimethyl-1H-indole-5-carboxylic acid). Product: C(C)(C)OC=1C=C(C=CC1)[C@H](C)NC(=O)C=1C=C2C(=C(N(C2=CC1)CC=1C=CC(=C(O[C@H](C(=O)OC)C)C1)Cl)C)C ((S)-Methyl 2-(5-((5-(((S)-1-(3-isopropoxyphenyl)ethyl)carbamoyl)-2,3-dimethyl-1H-indol-1-yl)methyl)-2-chlorophenoxy)propanoate). Reaction SMILES: Cl.[CH:2]([O:5][C:6]1[CH:7]=[C:8]([C@@H:12]([NH2:14])[CH3:13])[CH:9]=[CH:10][CH:11]=1)([CH3:4])[CH3:3].[Cl:15][C:16]1[CH:36]=[CH:35][C:19]([CH2:20][N:21]2[C:29]3[C:24](=[CH:25][C:26]([C:30](O)=[O:31])=[CH:27][CH:28]=3)[C:23]([CH3:33])=[C:22]2[CH3:34])=[CH:18][C:17]=1[O:37][C@@H:38]([CH3:43])[C:39]([O:41][CH3:42])=[O:40]>>[CH:2]([O:5][C:6]1[CH:7]=[C:8]([C@@H:12]([NH:14][C:30]([C:26]2[CH:25]=[C:24]3[C:29](=[CH:28][CH:27]=2)[N:21]([CH2:20][C:19]2[CH:35]=[CH:36][C:16]([Cl:15])=[C:17]([CH:18]=2)[O:37][C@@H:38]([CH3:43])[C:39]([O:41][CH3:42])=[O:40])[C:22]([CH3:34])=[C:23]3[CH3:33])=[O:31])[CH3:13])[CH:9]=[CH:10][CH:11]=1)([CH3:4])[CH3:3] |f:0.1|. Reported procedure: The title compound was prepared following the same protocol as described in Step 5, Example 36, using the (S)-1-(3-isopropoxyphenyl)ethanamine hydrochloride instead of the (S)-1-(3-cyclopropylphenyl)ethanamine hydrochloride and (S)-1-(4-chloro-3-((1-methoxy-1-oxopropan-2-yl)oxy)benzyl)-2,3-dimethyl-1H-indole-5-carboxylic acid instead of the 1-(4-(2-methoxy-2-oxoethoxy)benzyl)-2,3-dimethyl-1H-indole-5-carboxylic acid. As a reaction SMILES: [CH3:1][C:2]1[C:3]([CH:8]2[CH2:13][CH2:12][CH2:11][CH:10]([C:14]3[C:19]([CH3:20])=[CH:18][CH:17]=[CH:16][N:15]=3)[N:9]2[CH2:21][C:22]2[CH:27]=[CH:26][C:25]([CH2:28][O:29][CH3:30])=[CH:24][C:23]=2[CH2:31][OH:32])=[N:4][CH:5]=[CH:6][CH:7]=1.[H-].[Na+].CI.[CH2:37](Cl)Cl>C1COCC1.[Cl-].[Na+].O>[CH3:37][O:32][CH2:31][C:23]1[CH:24]=[C:25]([CH2:28][O:29][CH3:30])[CH:26]=[CH:27][C:22]=1[CH2:21][N:9]1[CH:8]([C:3]2[C:2]([CH3:1])=[CH:7][CH:6]=[CH:5][N:4]=2)[CH2:13][CH2:12][CH2:11][CH:10]1[C:14]1[C:19]([CH3:20])=[CH:18][CH:17]=[CH:16][N:15]=1 |f:1.2,6.7.8|. The yield is 64.0%. Product: COCC1=C(CN2C(CCCC2C2=NC=CC=C2C)C2=NC=CC=C2C)C=CC(=C1)COC (1′-(2,4-Bis-methoxymethyl-benzyl)-3,3″-dimethyl-1′,2′,3′,4′,5′,6′-hexahydro-[2,2′;6′,2″]terpyridine). Starting materials: CC=1C(=NC=CC1)C1N(C(CCC1)C1=NC=CC=C1C)CC1=C(C=C(C=C1)COC)CO ([2-(3,3″-Dimethyl-3′,4′,5′,6′-tetrahydro-2′H-[2,2′;6′,2″]terpyridin-1′-ylmethyl)-5-methoxymethyl-phenyl]-methanol), [H-].[Na+] (NaH), resultant mixture, CI (MeI), C(Cl)Cl (CH2Cl2). Procedure details: To a cold (0° C.) solution of [2-(3,3″-Dimethyl-3′,4′,5′,6′-tetrahydro-2′H-[2,2′;6′,2″]terpyridin-1′-ylmethyl)-5-methoxymethyl-phenyl]-methanol (0.085 g, 0.20 mmol) in THF (2 mL) was added a slurry of NaH (95% dry, 0.100 g, 4.17 mmol) in THF (2 mL) followed by neat MeI (0.25 mL, 4.02 mmol). The resultant mixture was stirred for 2.5 hours and treated with brine (5 mL) and CH2Cl2 (10 mL). The phases were separated and the aqueous phase was extracted with CH2Cl2 (4×10 mL). The combined organic extr... Run in C1CCOC1 (THF), C1CCOC1 (THF), [Cl-].[Na+].O (brine).